This data is from the Open Reaction Database (ORD), a public repository of structured organic reaction records. The task is: describe an organic reaction: reactants, conditions, products, and yield The reactants are [Al+3], CC(=O)Cl, CC1(C)CCc2ccccc2O1, [Cl-], [Cl-], [Cl-], C[N+](=O)[O-], O. The product is CC(=O)c1ccc2c(c1)CCC(C)(C)O2. RXN SMILES: [Al+3:18].[CH3:13][C:14]([Cl:15])=[O:16].[CH3:1][C:2]1([CH3:12])[O:3][c:4]2[cH:5][cH:6][cH:7][cH:8][c:9]2[CH2:10][CH2:11]1.[Cl-:17].[Cl-:19].[Cl-:20].[N+:21]([CH3:22])([O-:23])=[O:24].[OH2:25]>>[CH3:1][C:2]1([CH3:12])[O:3][c:4]2[cH:5][cH:6][c:7]([C:14]([CH3:13])=[O:16])[cH:8][c:9]2[CH2:10][CH2:11]1. Starting materials: CC(C)(C)OC(=O)N1CCNCC1, CCOC(C)=O, CCN(C(C)C)C(C)C, ClCc1cscn1, ClCCl. Yields the product CC(C)(C)OC(=O)N1CCN(Cc2cscn2)CC1. As a reaction SMILES: [C:17](=[O:18])([O:19][C:20]([CH3:21])([CH3:22])[CH3:23])[N:24]1[CH2:25][CH2:26][NH:27][CH2:28][CH2:29]1.[CH3:33][CH2:34][O:35][C:36]([CH3:37])=[O:38].[CH:8]([N:9]([CH2:10][CH3:11])[CH:12]([CH3:13])[CH3:14])([CH3:15])[CH3:16].[Cl:1][CH2:2][c:3]1[n:4][cH:5][s:6][cH:7]1.[Cl:30][CH2:31][Cl:32]>>[CH2:2]([c:3]1[n:4][cH:5][s:6][cH:7]1)[N:27]1[CH2:26][CH2:25][N:24]([C:17](=[O:18])[O:19][C:20]([CH3:21])([CH3:22])[CH3:23])[CH2:29][CH2:28]1. Reactants: C(C)OC(/C(=C/N(C)C)/[N+]#[C-])=O ((Z)-3-dimethylamino-2-isocyano-acrylic acid ethyl ester), C1(CCC1)N (cyclobutaneamine). Run at temperature 70 celsius. Yields the product C(C)OC(=O)C=1N=CN(C1)C1CCC1 (1-Cyclobutyl-1H-imidazole-4-carboxylic acid ethyl ester). As a reaction SMILES: [CH2:1]([O:3][C:4](=[O:12])/[C:5](/[N+:10]#[C-:11])=[CH:6]/[N:7]([CH3:9])C)[CH3:2].[CH:13]1(N)[CH2:16]C[CH2:14]1>>[CH2:1]([O:3][C:4]([C:5]1[N:10]=[CH:11][N:7]([CH:9]2[CH2:16][CH2:13][CH2:14]2)[CH:6]=1)=[O:12])[CH3:2]. Procedure details: The stirred mixture of (Z)-3-dimethylamino-2-isocyano-acrylic acid ethyl ester (17.0 g, 100 mmol) and cyclobutaneamine (21.79 g, 300 mmol) was heated for 2.5 h at 70° C. The reaction mixture was cooled to rt and concentrated. The residue was purified by flash chromatography (EtOAc/hexane, 5:1) to afford the title compound as an orange oil. tR: 0.70 min (LC-MS 2); ESI-MS: 195.2 [M+H]+ (LC-MS 2); 1H-NMR (DMSO-d6, 400 MHz) δ ppm 8.03 (s, 1H), 7.83 (s, 1H), 4.73 (m, 1H), 4.18 (q, 2H), 2.36 (m, 4H), ... The reactants are S(O)(O)(=O)=O (sulfuric acid), ClC=1C=CC(=C(CC2=CC=NC=C2C(=O)O)C1)F (4-(5-chloro-2-fluorobenzyl)nicotinic acid). Run at temperature 130 celsius. Product: ClC1=CC=C(C=2C(C=3C=CN=CC3C(C21)=O)=O)F (9-chloro-6-fluorobenzo[g]isoquinoline-5,10-dione). The yield is 82.0%. As a reaction SMILES: S(=O)(=O)(O)[OH:2].[Cl:6][C:7]1[CH:8]=[CH:9][C:10]([F:23])=[C:11]([CH:22]=1)[CH2:12][C:13]1[C:18]([C:19]([OH:21])=O)=[CH:17][N:16]=[CH:15][CH:14]=1>>[Cl:6][C:7]1[C:22]2[C:19](=[O:21])[C:18]3[CH:17]=[N:16][CH:15]=[CH:14][C:13]=3[C:12](=[O:2])[C:11]=2[C:10]([F:23])=[CH:9][CH:8]=1. Procedure details: Fuming sulfuric acid (30% SO3 ; 0.31 mL) is added to 4-(5-chloro-2-fluorobenzyl)nicotinic acid of Preparative Example 19. The dark mixture is heated quickly to 130° C. for 10 min in a flask fitted with a cotton filled drying tube. After cooling to room temperature, the reaction mixture is quenched with ice (3 g) and extracted with methylene chloride (4×7 mL). The combined extracts are dried with Na2SO4 and the solvent is removed by roto-evaporation to yield 9-chloro-6-fluorobenzo[g]isoquinoline-... Starting materials: CC(C)O, CC1(C)OB(c2cnn(C(c3ccccc3)(c3ccccc3)c3ccccc3)c2)OC1(C)C, Clc1cc(Cl)ncn1, [Na+], [Na+], O=C([O-])[O-], O, Cl[Pd]Cl, c1ccc(P(c2ccccc2)c2ccccc2)cc1, c1ccc(P(c2ccccc2)c2ccccc2)cc1. Yields the product Clc1cc(-c2cnn(C(c3ccccc3)(c3ccccc3)c3ccccc3)c2)ncn1. Reaction SMILES: [CH3:48][CH:49]([OH:50])[CH3:51].[CH3:9][C:10]1([CH3:11])[C:12]([CH3:13])([CH3:14])[O:15][B:16]([c:17]2[cH:18][n:19][n:20]([C:22]([c:23]3[cH:24][cH:25][cH:26][cH:27][cH:28]3)([c:29]3[cH:30][cH:31][cH:32][cH:33][cH:34]3)[c:35]3[cH:36][cH:37][cH:38][cH:39][cH:40]3)[cH:21]2)[O:41]1.[Cl:1][c:2]1[n:3][cH:4][n:5][c:6]([Cl:8])[cH:7]1.[Na+:42].[Na+:43].[O-:44][C:45](=[O:46])[O-:47].[OH2:93].[Pd:52]([Cl:53])[Cl:54].[c:55]1([P:56]([c:57]2[cH:58][cH:59][cH:60][cH:61][cH:62]2)[c:63]2[cH:64][cH:65][cH:66][cH:67][cH:68]2)[cH:69][cH:70][cH:71][cH:72][cH:73]1.[c:74]1([P:75]([c:76]2[cH:77][cH:78][cH:79][cH:80][cH:81]2)[c:82]2[cH:83][cH:84][cH:85][cH:86][cH:87]2)[cH:88][cH:89][cH:90][cH:91][cH:92]1>>[c:2]1(-[c:17]2[cH:18][n:19][n:20]([C:22]([c:23]3[cH:24][cH:25][cH:26][cH:27][cH:28]3)([c:29]3[cH:30][cH:31][cH:32][cH:33][cH:34]3)[c:35]3[cH:36][cH:37][cH:38][cH:39][cH:40]3)[cH:21]2)[n:3][cH:4][n:5][c:6]([Cl:8])[cH:7]1. Reactants: OC(C[C@@]1(CCN(C(O1)=O)[C@@H](C)C1=CC=C(C=C1)B1OC(C(O1)(C)C)(C)C)C1=CC=CC=C1)(C)C ((S)-6-(2-hydroxy-2-methylpropyl)-6-phenyl-3-((S)-1-(4-(4,4,5,5-tetramethyl-1,3,2-dioxaborolan-2-yl)phenyl)ethyl)-1,3-oxazinan-2-one), BrC1=NC=C(C=C1)F (2-bromo-5-fluoropyridine). Run in C(C)(=O)OCC (ethyl acetate). Yields the product FC=1C=CC(=NC1)C1=CC=C(C=C1)[C@H](C)N1C(O[C@](CC1)(C1=CC=CC=C1)CC(C)(C)O)=O ((S)-3-((S)-1-(4-(5-fluoropyridin-2-yl)phenyl)ethyl)-6-(2-hydroxy-2-methylpropyl)-6-phenyl-1,3-oxazinan-2-one). As a reaction SMILES: [OH:1][C:2]([CH3:35])([CH3:34])[CH2:3][C@@:4]1([C:28]2[CH:33]=[CH:32][CH:31]=[CH:30][CH:29]=2)[O:9][C:8](=[O:10])[N:7]([C@H:11]([C:13]2[CH:18]=[CH:17][C:16](B3OC(C)(C)C(C)(C)O3)=[CH:15][CH:14]=2)[CH3:12])[CH2:6][CH2:5]1.Br[C:37]1[CH:42]=[CH:41][C:40]([F:43])=[CH:39][N:38]=1>C(OCC)(=O)C>[F:43][C:40]1[CH:41]=[CH:42][C:37]([C:16]2[CH:17]=[CH:18][C:13]([C@@H:11]([N:7]3[CH2:6][CH2:5][C@:4]([CH2:3][C:2]([OH:1])([CH3:34])[CH3:35])([C:28]4[CH:29]=[CH:30][CH:31]=[CH:32][CH:33]=4)[O:9][C:8]3=[O:10])[CH3:12])=[CH:14][CH:15]=2)=[N:38][CH:39]=1. Procedure: The title compound was prepared from (S)-6-(2-hydroxy-2-methylpropyl)-6-phenyl-3-((S)-1-(4-(4,4,5,5-tetramethyl-1,3,2-dioxaborolan-2-yl)phenyl)ethyl)-1,3-oxazinan-2-one and 2-bromo-5-fluoropyridine following a procedure analogous to that described in Example 1 Step 2. LC-MS Method 2 tR=1.363, m/z=390.9; 1H NMR (CDCl3) 1.11 (s, 3H), 1.19 (s, 3H), 1.53 (d, 3H), 2.16-2.30 (m, 4H), 2.32-2.43 (m, 1H), 2.86 (m, 1H), 5.71 (m, 1H), 7.03 (d, 2H), 7.30 (m, 1H), 7.36 (m, 4H), 7.44 (m, 1H), 7.69 (dd, 1H), 7... Reactants: ClC=1C=C(C#N)C=CC1C(=O)N1CC=2N(CC3=C1C=CC=C3)C=CC2 (3-chloro-4-(5H,11H-pyrrolo[2,1-c][1,4]-benzodiazepine-10-carbonyl)-benzonitrile), [N-]=[N+]=[N-].[Na+] (sodium azide), [Cl-].[NH4+] (ammonium chloride). Run in CN(C=O)C (dimethylformamide). Reaction conditions: temperature 100 celsius. Product: ClC1=C(C=CC(=C1)C1=NN=NN1)C(=O)N1CC=2N(CC3=C1C=CC=C3)C=CC2 ([2-Chloro-4-(1H-tetrazol-5-yl)-phenyl]-(5H,11H-pyrrolo[2,1-c][1,4]benzodiazepin-10-yl)-methanone). Reaction SMILES: [Cl:1][C:2]1[CH:3]=[C:4]([CH:7]=[CH:8][C:9]=1[C:10]([N:12]1[C:18]2[CH:19]=[CH:20][CH:21]=[CH:22][C:17]=2[CH2:16][N:15]2[CH:23]=[CH:24][CH:25]=[C:14]2[CH2:13]1)=[O:11])[C:5]#[N:6].[N-:26]=[N+:27]=[N-:28].[Na+].[Cl-].[NH4+]>CN(C)C=O>[Cl:1][C:2]1[CH:3]=[C:4]([C:5]2[NH:28][N:27]=[N:26][N:6]=2)[CH:7]=[CH:8][C:9]=1[C:10]([N:12]1[C:18]2[CH:19]=[CH:20][CH:21]=[CH:22][C:17]=2[CH2:16][N:15]2[CH:23]=[CH:24][CH:25]=[C:14]2[CH2:13]1)=[O:11] |f:1.2,3.4|. Procedure: To a solution of 3-chloro-4-(5H,11H-pyrrolo[2,1-c][1,4]-benzodiazepine-10-carbonyl)-benzonitrile (0.348 g) in dimethylformamide (2 ml) was added sodium azide (0.078 g) and ammonium chloride (0.065 g). The mixture was heated to 100° C. for 18 hours. The reactants are Br, CCC(C)CC(=O)O, COCCn1c(=N)sc2ccccc21. The product is CCC(C)CC(=O)N=c1sc2ccccc2n1CCOC. Reaction SMILES: [BrH:1].[CH3:16][CH:17]([CH2:18][C:19](=[O:20])[OH:21])[CH2:22][CH3:23].[CH3:2][O:3][CH2:4][CH2:5][n:6]1[c:7](=[NH:15])[s:8][c:9]2[c:10]1[cH:11][cH:12][cH:13][cH:14]2>>[CH3:2][O:3][CH2:4][CH2:5][n:6]1[c:7](=[N:15][C:19]([CH2:18][CH:17]([CH3:16])[CH2:22][CH3:23])=[O:20])[s:8][c:9]2[c:10]1[cH:11][cH:12][cH:13][cH:14]2. Starting materials: [OH-].[NH4+] (ammonium hydroxide), II (iodine), C(C1=CC=CC=C1)C1=C(OC2=C1C=C(C=C2Br)C)C=O (3-Benzyl-7-bromo-5-methyl-benzofuran-2-carbaldehyde), [OH-].[NH4+] (ammonium hydroxide), II (Iodine). Isolated yield 97.0%. RXN SMILES: [CH2:1]([C:8]1[C:12]2[CH:13]=[C:14]([CH3:18])[CH:15]=[C:16]([Br:17])[C:11]=2[O:10][C:9]=1[CH:19]=O)[C:2]1[CH:7]=[CH:6][CH:5]=[CH:4][CH:3]=1.[OH-].[NH4+:22].II>C1COCC1>[CH2:1]([C:8]1[C:12]2[CH:13]=[C:14]([CH3:18])[CH:15]=[C:16]([Br:17])[C:11]=2[O:10][C:9]=1[C:19]#[N:22])[C:2]1[CH:7]=[CH:6][CH:5]=[CH:4][CH:3]=1 |f:1.2|. Run at time 8 hour. The solvent is C1CCOC1 (THF), C1CCOC1 (THF). Yields the product C(C1=CC=CC=C1)C1=C(OC2=C1C=C(C=C2Br)C)C#N (3-benzyl-7-bromo-5-methyl-benzofuran-2-carbonitrile). Procedure details: 3-Benzyl-7-bromo-5-methyl-benzofuran-2-carbaldehyde (2.61 gm, 7.93 mmol) was added to a mixture of THF (10 ml) and concentrated ammonium hydroxide (80 ml). Iodine (2.2 g, 8.67 mmol) was added and the grey slurry was stirred overnight. Additional THF (20 ml), ammonium hydroxide (20 ml), and iodine (0.2 g, 0.8 mmol) were added, and the mixture stirred for 30 minutes. The reaction mixture was quenched by addition of aqueous 10% sodium thiosulfate (20 ml) and brine (20 ml). The mixture was extracted... Reactants: OC1=CC=C(CC#N)C=C1 (4-Hydroxybenzyl cyanide), COCCOCCl (2-methoxyethoxymethyl chloride). The product is COCCOCOC1=CC=C(CC#N)C=C1 (4-methoxyethoxymethoxybenzyl cyanide). Yield: 75.6%. RXN SMILES: [OH:1][C:2]1[CH:10]=[CH:9][C:5]([CH2:6][C:7]#[N:8])=[CH:4][CH:3]=1.[CH3:11][O:12][CH2:13][CH2:14][O:15][CH2:16]Cl>>[CH3:11][O:12][CH2:13][CH2:14][O:15][CH2:16][O:1][C:2]1[CH:10]=[CH:9][C:5]([CH2:6][C:7]#[N:8])=[CH:4][CH:3]=1. Reported procedure: 4-Hydroxybenzyl cyanide (4.3 g) and 2-methoxyethoxymethyl chloride (4.1 g) were subjected to reaction in accordance with (production process 1), to thereby produce 4-methoxyethoxymethoxybenzyl cyanide (5.4 g, yield: 75%). The thus-produced 4-methoxyethoxymethoxybenzyl cyanide (2.1 g) and 4-methoxyethoxymethoxybenzaldehyde (2.0 g) produced in the production process for compound 1 were subjected to condensation in accordance with process A of (production process 2), to thereby yield an MEM form of...